This data is from the Open Reaction Database (ORD), a public repository of structured organic reaction records. The task is: describe an organic reaction: reactants, conditions, products, and yield The reactants are CCCCCC.C(CCC)[Li] (n-butyllithium hexane), [OH-].[Na+] (sodium hydroxide), BrC=1C=C(C=C(C1)C(F)(F)F)F (5-Bromo-3-fluorobenzo trifluoride), C(C)(C)(C)OC(=O)N1CCC(CC1)=O (1-(tert-butoxycarbonyl)-4-piperidone). The solvent is C(C)OCC (diethyl ether), O (water). Run at temperature -78 celsius, time 1 hour. The product is FC=1C=C(C=C(C1)C(F)(F)F)C1(CCNCC1)O (4-[3-fluoro-5-(trifluoromethyl)phenyl]piperidin-4-ol). The yield is 111.6%. Reaction SMILES: Br[C:2]1[CH:3]=[C:4]([F:12])[CH:5]=[C:6]([C:8]([F:11])([F:10])[F:9])[CH:7]=1.CCCCCC.C([Li])CCC.C(OC([N:31]1[CH2:36][CH2:35][C:34](=[O:37])[CH2:33][CH2:32]1)=O)(C)(C)C.[OH-].[Na+]>C(OCC)C.O>[F:12][C:4]1[CH:3]=[C:2]([C:34]2([OH:37])[CH2:35][CH2:36][NH:31][CH2:32][CH2:33]2)[CH:7]=[C:6]([C:8]([F:11])([F:10])[F:9])[CH:5]=1 |f:1.2,4.5|. Procedure: 5-Bromo-3-fluorobenzo trifluoride (APOLLO Co., 9.0 g) was dissolved in diethyl ether (110 ml), and the mixture was cooled to −78° C. An n-butyllithium hexane solution (2.71 M, 17.5 ml) was added to this solution, and the mixture was stirred at −78° C. for 1 hr. Then, 1-(tert-butoxycarbonyl)-4-piperidone (6.71 g) was added. The reaction temperature was then warmed to 0° C., and the mixture was further stirred for 1 hr. After completion of the reaction, water was added, and the mixture was extract...